From a dataset of the Open Reaction Database (ORD), a public repository of structured organic reaction records. describe an organic reaction: reactants, conditions, products, and yield Procedure: A mixture of 12.1 g (42.4 mmol) of 2,6-dibromonaphthalene, 10.43 g (42.4 mmol) of Pyren-1-ylboronic acid, 0.5 g (0.424 mmol) of Tetrakis(triphenylphosphine)palladium, 32 ml of 2M Na2CO3, 80 ml of EtOH and 160 ml toluene was degassed and placed under nitrogen, and then heated at 90° C. for 24 h. After the reaction finish, the mixture was allowed to cool to room temperature. The organic layer was extracted with ethyl acetate and water, dried with anhydrous magnesium sulfate, the solvent was remove... The reactants are BrC1=CC2=CC=C(C=C2C=C1)Br (2,6-dibromonaphthalene), C1(=CC=C2C=CC3=CC=CC4=CC=C1C2=C34)B(O)O (Pyren-1-ylboronic acid), C(=O)([O-])[O-].[Na+].[Na+] (Na2CO3), CCO (EtOH). Run in C1(=CC=CC=C1)C (toluene). Yields the product BrC=1C=C2C=CC(=CC2=CC1)C1=CC=C2C=CC3=CC=CC4=CC=C1C2=C34 (1-(6-bromonaphthalen-2-yl)pyrene). Yield: 48.1%. Reaction SMILES: Br[C:2]1[CH:11]=[CH:10][C:9]2[C:4](=[CH:5][CH:6]=[C:7]([Br:12])[CH:8]=2)[CH:3]=1.[C:13]1(B(O)O)[C:26]2[C:27]3=[C:28]4[C:23](=[CH:24][CH:25]=2)[CH:22]=[CH:21][CH:20]=[C:19]4[CH:18]=[CH:17][C:16]3=[CH:15][CH:14]=1.C([O-])([O-])=O.[Na+].[Na+].CCO>C1C=CC([P]([Pd]([P](C2C=CC=CC=2)(C2C=CC=CC=2)C2C=CC=CC=2)([P](C2C=CC=CC=2)(C2C=CC=CC=2)C2C=CC=CC=2)[P](C2C=CC=CC=2)(C2C=CC=CC=2)C2C=CC=CC=2)(C2C=CC=CC=2)C2C=CC=CC=2)=CC=1.C1(C)C=CC=CC=1>[Br:12][C:7]1[CH:8]=[C:9]2[C:4](=[CH:5][CH:6]=1)[CH:3]=[C:2]([C:20]1[C:19]3[C:28]4=[C:27]5[C:16](=[CH:17][CH:18]=3)[CH:15]=[CH:14][CH:13]=[C:26]5[CH:25]=[CH:24][C:23]4=[CH:22][CH:21]=1)[CH:11]=[CH:10]2 |f:2.3.4,^1:44,46,65,84|. The reagents and catalysts are C=1C=CC(=CC1)[P](C=2C=CC=CC2)(C=3C=CC=CC3)[Pd]([P](C=4C=CC=CC4)(C=5C=CC=CC5)C=6C=CC=CC6)([P](C=7C=CC=CC7)(C=8C=CC=CC8)C=9C=CC=CC9)[P](C=1C=CC=CC1)(C=1C=CC=CC1)C=1C=CC=CC1 (Tetrakis(triphenylphosphine)palladium). Run at temperature 90 celsius. Reactants: C1COCCN1, CN1CCCN(C)C1=O, COC(=O)Cc1c(Cl)nc(Cc2ccc(NC(=O)c3ccc4ccccc4c3)cc2)nc1N(C)C, O. The product is COC(=O)Cc1c(N(C)C)nc(Cc2ccc(NC(=O)c3ccc4ccccc4c3)cc2)nc1N1CCOCC1. Reaction SMILES: [CH2:36]1[CH2:37][O:38][CH2:39][CH2:40][NH:41]1.[CH3:43][N:44]1[CH2:45][CH2:46][CH2:47][N:48]([CH3:49])[C:50]1=[O:51].[Cl:1][c:2]1[n:3][c:4]([CH2:16][c:17]2[cH:18][cH:19][c:20]([NH:23][C:24](=[O:25])[c:26]3[cH:27][c:28]4[cH:29][cH:30][cH:31][cH:32][c:33]4[cH:34][cH:35]3)[cH:21][cH:22]2)[n:5][c:6]([N:13]([CH3:14])[CH3:15])[c:7]1[CH2:8][C:9](=[O:10])[O:11][CH3:12].[OH2:42]>>[c:2]1([N:41]2[CH2:36][CH2:37][O:38][CH2:39][CH2:40]2)[n:3][c:4]([CH2:16][c:17]2[cH:18][cH:19][c:20]([NH:23][C:24](=[O:25])[c:26]3[cH:27][c:28]4[cH:29][cH:30][cH:31][cH:32][c:33]4[cH:34][cH:35]3)[cH:21][cH:22]2)[n:5][c:6]([N:13]([CH3:14])[CH3:15])[c:7]1[CH2:8][C:9](=[O:10])[O:11][CH3:12]. Starting materials: C(CCC)C1(CSC2=C(NC1=O)C=CC(=C2)OC)CCCC (3,3-dibutyl-4-oxo-8-methoxy-2,3,4,5-tetrahydro-1,5-benzothiazepine), 3-butyl-3-ethyl, [N+](=O)([O-])C1=CC=C(C=C1)Br (p-nitrophenylbromide), C(=O)([O-])[O-].[K+].[K+] (K2CO3). The reagents and catalysts are [Cu]I (CuI). Run at temperature 200 celsius. The product is C(CCC)C1(CSC2=C(N(C1=O)C1=CC=C(C=C1)[N+](=O)[O-])C=CC(=C2)OC)CCCC (3,3-Dibutyl-4-oxo-5-(4-nitrophenyl)-8-methoxy-2,3,4,5-tetrahydro-1,5-benzothiazepine). Isolated yield 64.0%. As a reaction SMILES: [CH2:1]([C:5]1([CH2:19][CH2:20][CH2:21][CH3:22])[C:11](=[O:12])[NH:10][C:9]2[CH:13]=[CH:14][C:15]([O:17][CH3:18])=[CH:16][C:8]=2[S:7][CH2:6]1)[CH2:2][CH2:3][CH3:4].[N+:23]([C:26]1[CH:31]=[CH:30][C:29](Br)=[CH:28][CH:27]=1)([O-:25])=[O:24].C([O-])([O-])=O.[K+].[K+]>[Cu]I>[CH2:1]([C:5]1([CH2:19][CH2:20][CH2:21][CH3:22])[C:11](=[O:12])[N:10]([C:29]2[CH:30]=[CH:31][C:26]([N+:23]([O-:25])=[O:24])=[CH:27][CH:28]=2)[C:9]2[CH:13]=[CH:14][C:15]([O:17][CH3:18])=[CH:16][C:8]=2[S:7][CH2:6]1)[CH2:2][CH2:3][CH3:4] |f:2.3.4|. Reported procedure: To 3,3-dibutyl-4-oxo-8-methoxy-2,3,4,5-tetrahydro-1,5-benzothiazepine (synthesised by the procedure of WO9616051 for the corresponding 3-butyl-3-ethyl analogue; 2.9 g, 9.0 mmol) was added p-nitrophenylbromide (24 g, 119 mmol), K2CO3 (1.6 g, 12 mmol) and CuI (180 mg, 0.95 mmol). The reaction mixture was heated to 200° C. overnight. Then it was allowed to cool down to room temperature and the resulting solid was purified by chromatography using DCM as eluent. The fractions containing the product w... Starting materials: ClCC(=O)NC=1C=CC2=C(C=C(S2)C(=O)O)C1 (5-[(chloroacetyl)amino]-1-benzothiophene-2-carboxylic acid), CCN=C=NCCCN(C)C (EDCI), C=1C=CC2=C(C1)N=NN2O (HOBt), ClCC(=O)NC=1C=CC2=C(C=C(S2)C(=O)OC)C1 (methyl 5-[(chloroacetyl)amino]-1-benzothiophene-2-carboxylate), [OH-].[Na+] (NaOH), C1CCOC1.CO (THF MeOH). The solvent is CN(C)C=O (DMF), C(Cl)Cl (CH2Cl2). Run at time 4 hour. Yields the product C(C)(C)(C)OC(NC1=C(C=CC=C1)NC(=O)C=1SC2=C(C1)C=C(C=C2)NC(CCl)=O)=O (tert-Butyl{2-[({5-[(chloroacetyl)amino]-benzothien-2-yl}carbonyl)amino]-phenyl}carbamate). Reaction SMILES: [Cl:1][CH2:2][C:3]([NH:5][C:6]1[CH:7]=[CH:8][C:9]2[S:13][C:12]([C:14]([O:16]C)=O)=[CH:11][C:10]=2[CH:18]=1)=[O:4].[OH-:19].[Na+].ClCC(NC1C=C[C:29]2SC(C(O)=O)=[CH:31][C:30]=2[CH:37]=1)=O.CCN=C=NCCCN(C)C.[CH:49]1[CH:50]=[CH:51][C:52]2[N:57](O)N=[N:55][C:53]=2[CH:54]=1.C1[CH2:63][O:62]CC1.CO>CN(C=O)C.C(Cl)Cl>[C:30]([O:19][C:63](=[O:62])[NH:55][C:53]1[CH:54]=[CH:49][CH:50]=[CH:51][C:52]=1[NH:57][C:14]([C:12]1[S:13][C:9]2[CH:8]=[CH:7][C:6]([NH:5][C:3](=[O:4])[CH2:2][Cl:1])=[CH:18][C:10]=2[CH:11]=1)=[O:16])([CH3:29])([CH3:31])[CH3:37] |f:1.2,6.7|. Procedure: To a solution of methyl 5-[(chloroacetyl)amino]-1-benzothiophene-2-carboxylate (1.26 g, 4.50 mmol) in THF/MeOH (16/16 μL) was added 2N NaOH (9 mL). After 4 h, the solvent was reduced and the aqueous was washed with EtOAc. The aqueous was acidified and the solids were filtered and used without further purification. To a solution of 5-[(chloroacetyl)amino]-1-benzothiophene-2-carboxylic acid (765 mg, 2.84 mmol) in DMF (3 mL) and CH2Cl2 (10 mL) was added EDCI (652 mg, 3.4 mmol), HOBt (460 mg, 3.40 m... Reactants: CCI, Cc1n[nH]c2ccc([N+](=O)[O-])cc12, [H-], [Na+], CN(C)C=O. Yields the product CCn1nc(C)c2cc([N+](=O)[O-])ccc21. As a reaction SMILES: [CH2:16]([CH3:17])[I:18].[CH3:1][c:2]1[n:3][nH:4][c:5]2[cH:6][cH:7][c:8]([N+:11](=[O:12])[O-:13])[cH:9][c:10]12.[H-:15].[Na+:14].[O:19]=[CH:20][N:21]([CH3:22])[CH3:23]>>[CH3:1][c:2]1[n:3][n:4]([CH2:16][CH3:17])[c:5]2[cH:6][cH:7][c:8]([N+:11](=[O:12])[O-:13])[cH:9][c:10]12. The reactants are ClC1=NC2=CC(=CC=C2N=C1)OC (2-chloro-7-methoxy-quinoxaline), BrCCCO (3-bromo-propan-1-ol), C(C)(C)(C)OC(NCC1CCNCC1)=O (piperidin-4-ylmethyl-carbamic acid tert-butyl ester). Yields the product COC1=CC=C2N=CC(=NC2=C1)OCCCN1CCC(CC1)CN (C-{1-[3-(7-methoxy-quinoxalin-2-yloxy)-propyl]-piperidin-4-yl}-methylamine). Reaction SMILES: Cl[C:2]1[CH:11]=[N:10][C:9]2[C:4](=[CH:5][C:6]([O:12][CH3:13])=[CH:7][CH:8]=2)[N:3]=1.Br[CH2:15][CH2:16][CH2:17][OH:18].C(OC(=O)[NH:25][CH2:26][CH:27]1[CH2:32][CH2:31][NH:30][CH2:29][CH2:28]1)(C)(C)C>>[CH3:13][O:12][C:6]1[CH:5]=[C:4]2[C:9]([N:10]=[CH:11][C:2]([O:18][CH2:17][CH2:16][CH2:15][N:30]3[CH2:31][CH2:32][CH:27]([CH2:26][NH2:25])[CH2:28][CH2:29]3)=[N:3]2)=[CH:8][CH:7]=1. Procedure: The title compound is prepared as a brown viscous oil following Scheme 1 and in analogy to Example 1 using 2-chloro-7-methoxy-quinoxaline, 3-bromo-propan-1-ol and piperidin-4-ylmethyl-carbamic acid tert-butyl ester as starting materials. Reactants: N1(C=NC=C1)CCCC1CCNCC1 (4-[3-(1H-imidazol-1-yl)propyl]-piperidine), COC(N(C)C)OC (dimethylformamide dimethylacetal). Run at temperature 100 celsius. The product is COC(N1CCC(CC1)CCCN1C=NC=C1)OC (4-[3-(1H-imidazol-1-yl)propyl]-1-piperidinecarboxaldehyde dimethylacetal). RXN SMILES: [N:1]1([CH2:6][CH2:7][CH2:8][CH:9]2[CH2:14][CH2:13][NH:12][CH2:11][CH2:10]2)[CH:5]=[CH:4][N:3]=[CH:2]1.[CH3:15][O:16][CH:17]([O:21][CH3:22])N(C)C>>[CH3:15][O:16][CH:17]([O:21][CH3:22])[N:12]1[CH2:13][CH2:14][CH:9]([CH2:8][CH2:7][CH2:6][N:1]2[CH:5]=[CH:4][N:3]=[CH:2]2)[CH2:10][CH2:11]1. Reported procedure: A mixture of 4-[3-(1H-imidazol-1-yl)propyl]-piperidine (1.5 g, 0.0078M) and dimethylformamide dimethylacetal (10 ml) was heated at 100° C. for 16 hrs. The excess of dimethylformamide dimethylacetal was removed to give 4-[3-(1H-imidazol-1-yl)propyl]-1-piperidinecarboxaldehyde dimethylacetal. To the mixture of 6-aminopenicillanic acid (1.16 g, 0.0053M) and diisopropylethylamine (1.03 ml) in dry CHCl3 (9 ml) was added the above piperidinecarboxaldehyde in CHCl3 (5 ml) at 0° C. and stirred at that t...